Task: describe an organic reaction: reactants, conditions, products, and yield. Dataset: the Open Reaction Database (ORD), a public repository of structured organic reaction records The reactants are P(=O)(Cl)(Cl)Cl (Phosphorus oxychloride), CON=C(C(=O)O)C=1N=C(SC1)C (2-methoxyimino-2-(2-methyl-1,3-thiazol-4-yl)acetic acid), C[Si](C)(C)C(C(=O)N)[Si](C)(C)C (bis(trimethylsilyl)acetamide), NC1[C@@H]2N(C(=C(CS2)CSC2=NN=NN2C)C(=O)O)C1=O (7-amino-3-(1-methyl-1H-tetrazol-5-yl)thiomethyl-3-cephem-4-carboxylic acid). The solvent is C(C)(=O)OCC (Ethyl acetate), CN(C=O)C (dimethylformamide), C(C)(=O)OCC (ethyl acetate), C(C)(=O)OCC (ethyl acetate), C(C)(=O)OCC (ethyl acetate), O (Water). Run at temperature 40 celsius. Product: CON=C(C(=O)NC1[C@@H]2N(C(=C(CS2)CSC2=NN=NN2C)C(=O)O)C1=O)C=1N=C(SC1)C (7-[2-methoxyimino-2-(2-methyl-1,3-thiazol-4-yl)acetamido]-3-(1-methyl-1H-tetrazol-5-yl)thiomethyl-3-cephem-4-carboxylic acid). Yield: 36.6%. RXN SMILES: P(Cl)(Cl)(Cl)=O.[CH3:6][O:7][N:8]=[C:9]([C:13]1[N:14]=[C:15]([CH3:18])[S:16][CH:17]=1)[C:10]([OH:12])=O.C[Si](C([Si](C)(C)C)C(N)=O)(C)C.[NH2:31][CH:32]1[C:50](=[O:51])[N:34]2[C:35]([C:47]([OH:49])=[O:48])=[C:36]([CH2:39][S:40][C:41]3[N:45]([CH3:46])[N:44]=[N:43][N:42]=3)[CH2:37][S:38][C@H:33]12>C(OCC)(=O)C.O.CN(C)C=O>[CH3:6][O:7][N:8]=[C:9]([C:13]1[N:14]=[C:15]([CH3:18])[S:16][CH:17]=1)[C:10]([NH:31][CH:32]1[C:50](=[O:51])[N:34]2[C:35]([C:47]([OH:49])=[O:48])=[C:36]([CH2:39][S:40][C:41]3[N:45]([CH3:46])[N:44]=[N:43][N:42]=3)[CH2:37][S:38][C@H:33]12)=[O:12]. Reported procedure: Phosphorus oxychloride (0.26 g.) was added under ice-cooling to dimethylformamide (0.15 g.) and the mixture was warmed at 40° C. for 1 hour. Ethyl acetate (1.5 ml.) was added thereto and to the mixture was at a time added 2-methoxyimino-2-(2-methyl-1,3-thiazol-4-yl)acetic acid (syn isomer) (0.3 g.) with stirring and ice-cooling, after which the resulting mixture was stirred for 20 minutes at 0° to 5° C. On the other hand, bis(trimethylsilyl)acetamide (1.2 g.) was added to a suspension of 7-amino...